Dataset: the Open Reaction Database (ORD), a public repository of structured organic reaction records. Task: describe an organic reaction: reactants, conditions, products, and yield Reactants: [Br-], CCCCc1nc(C(C)=O)c(C#N)[nH]1, C[Mg+], C1CCOC1. Yields the product CCCCc1nc(C(C)(C)O)c(C#N)[nH]1. As a reaction SMILES: [Br-:15].[C:1]([CH3:2])(=[O:3])[c:4]1[n:5][c:6]([CH2:11][CH2:12][CH2:13][CH3:14])[nH:7][c:8]1[C:9]#[N:10].[CH3:16][Mg+:17].[O:18]1[CH2:19][CH2:20][CH2:21][CH2:22]1>>[C:1]([CH3:2])([OH:3])([c:4]1[n:5][c:6]([CH2:11][CH2:12][CH2:13][CH3:14])[nH:7][c:8]1[C:9]#[N:10])[CH3:16].